From a dataset of the Open Reaction Database (ORD), a public repository of structured organic reaction records. describe an organic reaction: reactants, conditions, products, and yield The reactants are ClC1=CNC2=CC(=CC=C12)C(=O)N[C@@H](COCC1CCNCC1)C1=CC=CC=C1 (3-chloro-N-[(R)-1-phenyl-2-(piperidin-4-ylmethoxy)ethyl]-1H-indole-6-carboxamide), CC(=O)C (acetone). Yields the product Cl.ClC1=CNC2=CC(=CC=C12)C(=O)N[C@@H](COCC1CCN(CC1)C(C)C)C1=CC=CC=C1 (3-Chloro-N-[(R)-1-phenyl-2-(1-isopropylpiperidin-4-yl-methoxy)ethyl]-1H-indole-6-carboxamide hydrochloride). RXN SMILES: [Cl:1][C:2]1[C:10]2[C:5](=[CH:6][C:7]([C:11]([NH:13][C@H:14]([C:24]3[CH:29]=[CH:28][CH:27]=[CH:26][CH:25]=3)[CH2:15][O:16][CH2:17][CH:18]3[CH2:23][CH2:22][NH:21][CH2:20][CH2:19]3)=[O:12])=[CH:8][CH:9]=2)[NH:4][CH:3]=1.[CH3:30][C:31]([CH3:33])=O>>[ClH:1].[Cl:1][C:2]1[C:10]2[C:5](=[CH:6][C:7]([C:11]([NH:13][C@H:14]([C:24]3[CH:29]=[CH:28][CH:27]=[CH:26][CH:25]=3)[CH2:15][O:16][CH2:17][CH:18]3[CH2:19][CH2:20][N:21]([CH:31]([CH3:33])[CH3:30])[CH2:22][CH2:23]3)=[O:12])=[CH:8][CH:9]=2)[NH:4][CH:3]=1 |f:2.3|. Procedure details: Using alkylation method A, 3-chloro-N-[(R)-1-phenyl-2-(piperidin-4-ylmethoxy)ethyl]-1H-indole-6-carboxamide (200 mg, 0.45 mmol) and acetone (0.33 mL, 4.5 mmol) afforded, after purification (SiO2: 8:2:1 hexane:EtOAc:isopropylamine) and conversion to the HCl salt by general method B, 120 mg (55%) of the title compound. The reactants are NCCCNCCCCNCCCN (spermine), [C@@H]1([C@@H]([C@@H]([C@@H]([C@H]([C@@H]1OP(=O)(O)O)OP(=O)(O)O)OP(=O)(O)O)OP(=O)(O)O)OP(=O)(O)O)OP(=O)(O)O (phytic acid). The product is O=C[C@H](O)[C@@H](O)[C@H](O)[C@H](O)CO (Glucose). RXN SMILES: NCCCNCCCCNCCCN.[C@@H:15]1([O:46]P(O)(O)=O)[C@@H:20]([O:21]P(O)(O)=O)[C@H:19]([O:26]P(O)(O)=O)[C@@H:18]([O:31]P(O)(O)=O)[C@@H:17]([O:36]P(O)(O)=O)[C@H:16]1[O:41]P(O)(O)=O>>[O:21]=[CH:20][C@@H:19]([C@H:18]([C@@H:17]([C@@H:16]([CH2:15][OH:46])[OH:41])[OH:36])[OH:31])[OH:26]. Procedure: A composition contemplated by the instant invention was prepared by dissolving human insulin with spermine and phytic acid in double distilled water (“DDW”) containing NaOH. The solution was then lyophilized and suspended with sodium dodecanoate (SD), octanol and geraniol in a mixture of mineral oil, medium chain triglyceride (MCT) oil and castor oil. Components and concentrations are detailed in Table 1. Reactants: CCOC(=O)C=Cc1nc(COc2ccc(COc3nn(-c4ccccc4)cc3C=Cc3csc(CC)n3)cc2OC)c(C)o1, CCO, Cl, [Na+], C1CCOC1, [OH-], O. Yields the product CCc1nc(C=Cc2cn(-c3ccccc3)nc2OCc2ccc(OCc3nc(C=CC(=O)O)oc3C)c(OC)c2)cs1. RXN SMILES: [CH2:1]([CH3:2])[c:3]1[s:4][cH:5][c:6]([CH:8]=[CH:9][c:10]2[c:11]([O:21][CH2:22][c:23]3[cH:24][c:25]([O:44][CH3:45])[c:26]([O:27][CH2:28][c:29]4[n:30][c:31]([CH:35]=[CH:36][C:37](=[O:38])[O:39][CH2:40][CH3:41])[o:32][c:33]4[CH3:34])[cH:42][cH:43]3)[n:12][n:13](-[c:15]3[cH:16][cH:17][cH:18][cH:19][cH:20]3)[cH:14]2)[n:7]1.[CH3:55][CH2:56][OH:57].[ClH:53].[Na+:52].[O:46]1[CH2:47][CH2:48][CH2:49][CH2:50]1.[OH-:51].[OH2:54]>>[CH2:1]([CH3:2])[c:3]1[s:4][cH:5][c:6]([CH:8]=[CH:9][c:10]2[c:11]([O:21][CH2:22][c:23]3[cH:24][c:25]([O:44][CH3:45])[c:26]([O:27][CH2:28][c:29]4[n:30][c:31]([CH:35]=[CH:36][C:37](=[O:38])[OH:39])[o:32][c:33]4[CH3:34])[cH:42][cH:43]3)[n:12][n:13](-[c:15]3[cH:16][cH:17][cH:18][cH:19][cH:20]3)[cH:14]2)[n:7]1. Reaction SMILES: O[CH:2]1[C:8]2[CH:9]=[CH:10][CH:11]=[CH:12][C:7]=2[CH2:6][S:5][C:4]2[CH:13]=[CH:14][CH:15]=[CH:16][C:3]1=2.[ClH:17]>>[Cl:17][CH:2]1[C:8]2[CH:9]=[CH:10][CH:11]=[CH:12][C:7]=2[CH2:6][S:5][C:4]2[CH:13]=[CH:14][CH:15]=[CH:16][C:3]1=2. Procedure: A solution of 33 g of 11-hydroxy-6,11-dihydrodibenz[b,e]thiepin in 400 ml of absolute alcohol is saturated with hydrogen chloride gas at 5° C. for 1/2 hour. The resulting solution is dried with CaCl2, filtered and concentrated in vacuo to an oil which crystallizes upon standing in a refrigerator (10° C.) after 3 days. Recrystallization from cyclohexane provides 27 g of 11-chloro-6,11-dihydrodibenz[b,e]thiepin m.p. 79°-82° C. Yields the product ClC1C2=C(SCC3=C1C=CC=C3)C=CC=C2 (11-chloro-6,11-dihydrodibenz[b,e]thiepin). Conditions: time 3 day. Reactants: OC1C2=C(SCC3=C1C=CC=C3)C=CC=C2 (11-hydroxy-6,11-dihydrodibenz[b,e]thiepin), Cl (hydrogen chloride). Solvent: alcohol. Starting materials: CC2(C)COB(B1OCC(C)(C)CO1)OC2 (effective_coupling_partner), COc2ccc1cc([C@H](C)C(=O)OC(C)C)ccc1c2 (substrate). Reagents/catalysts: ICy. Run at temperature 120 celsius, time 12 hour. The product is CC(C)OC(=O)[C@H](C)c4ccc3cc(c2ccc1cc([C@H](C)C(=O)OC(C)C)ccc1c2)ccc3c4. Starting materials: BrC=1C=CC2=C(C=C(CCN2C2=CC=C(C=C2)S(NC)(=O)=O)C(=O)OC)C1 (methyl 7-bromo-1-(N-methyl-4-sulfamoylphenyl)-2,3-dihydro-1H-1-benzazepine-4-carboxylate), B(OC1=CC=C(C=C1)OCCOCCCC)([O-])[O-] (4-(2-butoxyethoxy)phenyl borate), C([O-])([O-])=O.[K+].[K+] (potassium carbonate), C(C)O (ethanol). The reagents and catalysts are C=1C=CC(=CC1)[P](C=2C=CC=CC2)(C=3C=CC=CC3)[Pd]([P](C=4C=CC=CC4)(C=5C=CC=CC5)C=6C=CC=CC6)([P](C=7C=CC=CC7)(C=8C=CC=CC8)C=9C=CC=CC9)[P](C=1C=CC=CC1)(C=1C=CC=CC1)C=1C=CC=CC1 (tetrakis(triphenylphosphine)palladium). The solvent is C1(=CC=CC=C1)C (toluene). Conditions: time 30 minute. The product is C(CCC)OCCOC1=CC=C(C=C1)C=1C=CC2=C(C=C(CCN2C2=CC=C(C=C2)S(NC)(=O)=O)C(=O)OC)C1 (methyl 7-[4-(2-butoxyethoxy)phenyl]-1-(N-methyl4-sulfamoylphenyl)-2,3-dihydro-1H-1-benzazepine-4-carboxylate). Isolated yield 87.9%. RXN SMILES: Br[C:2]1[CH:3]=[CH:4][C:5]2[N:11]([C:12]3[CH:17]=[CH:16][C:15]([S:18](=[O:22])(=[O:21])[NH:19][CH3:20])=[CH:14][CH:13]=3)[CH2:10][CH2:9][C:8]([C:23]([O:25][CH3:26])=[O:24])=[CH:7][C:6]=2[CH:27]=1.B([O-])([O-])O[C:30]1[CH:35]=[CH:34][C:33]([O:36][CH2:37][CH2:38][O:39][CH2:40][CH2:41][CH2:42][CH3:43])=[CH:32][CH:31]=1.C(=O)([O-])[O-].[K+].[K+].C(O)C>C1C=CC([P]([Pd]([P](C2C=CC=CC=2)(C2C=CC=CC=2)C2C=CC=CC=2)([P](C2C=CC=CC=2)(C2C=CC=CC=2)C2C=CC=CC=2)[P](C2C=CC=CC=2)(C2C=CC=CC=2)C2C=CC=CC=2)(C2C=CC=CC=2)C2C=CC=CC=2)=CC=1.C1(C)C=CC=CC=1>[CH2:40]([O:39][CH2:38][CH2:37][O:36][C:33]1[CH:32]=[CH:31][C:30]([C:2]2[CH:3]=[CH:4][C:5]3[N:11]([C:12]4[CH:17]=[CH:16][C:15]([S:18](=[O:21])(=[O:22])[NH:19][CH3:20])=[CH:14][CH:13]=4)[CH2:10][CH2:9][C:8]([C:23]([O:25][CH3:26])=[O:24])=[CH:7][C:6]=3[CH:27]=2)=[CH:35][CH:34]=1)[CH2:41][CH2:42][CH3:43] |f:2.3.4,^1:58,60,79,98|. Procedure details: A mixture of methyl 7-bromo-1-(N-methyl-4-sulfamoylphenyl)-2,3-dihydro-1H-1-benzazepine-4-carboxylate (1 g), 4-(2-butoxyethoxy)phenyl borate (0.69 g), 1M potassium carbonate solution (8 ml), ethanol (8 ml) and toluene (100 ml) was stirred under argon atmosphere at room temperature for 30 minutes. To the mixture was added tetrakis(triphenylphosphine)palladium (0.13 g), and the mixture was refluxed under argon atmosphere for 2.5 hours and extracted with ethyl acetate. The organic layer was washed ... The reactants are [BH4-].[Na+] (sodium borohydride), C1=CN=C2N1C1=C(NC2=O)C=2C=CC=CC2C1=O (5H,10H-imidazo[1,2-a]indeno[1,2-e]pyrazine-4,10-dione), C (charcoal). The solvent is CN(C=O)C (dimethylformamide), CO (methanol). Run at temperature 20 celsius, time 30 minute. Yields the product OC1C=2C=CC=CC2C=2NC(C=3N(C21)C=CN3)=O (10-hydroxy-5H,10H-imidazo-[1,2-a]indeno[1,2-e]pyrazin-4-one). Isolated yield 78.5%. Reaction SMILES: [BH4-].[Na+].[CH:3]1[N:7]2[C:8]3[C:19](=[O:20])[C:18]4[CH:17]=[CH:16][CH:15]=[CH:14][C:13]=4[C:9]=3[NH:10][C:11](=[O:12])[C:6]2=[N:5][CH:4]=1.C>CO.CN(C)C=O>[OH:20][CH:19]1[C:8]2[N:7]3[CH:3]=[CH:4][N:5]=[C:6]3[C:11](=[O:12])[NH:10][C:9]=2[C:13]2[CH:14]=[CH:15][CH:16]=[CH:17][C:18]1=2 |f:0.1|. Reported procedure: 0.86 g of sodium borohydride is added over 5 minutes to a stirred suspension of 2.4 g of 5H,10H-imidazo[1,2-a]indeno[1,2-e]pyrazine-4,10-dione in 75 ml of methanol at a temperature between 25° C. and 35° C. After stirring for 30 minutes at 20° C., the insoluble material is isolated by filtration, washed with 10 ml of methanol and dried under reduced pressure (15 mmHg; 2 kPa) at 20° C. The product obtained (2.3 g) is dissolved in 100 ml of dimethylformamide and, after addition of 0.1 g of decolor... The reactants are COC(=O)C1=NC(=NC(=C1)NCCC1=CC=C(C=C1)OC)Cl (2-chloro-6-[2-(4-methoxy-phenyl)-ethylamino]-pyrimidine-4-carboxylic acid methyl ester), COC(=O)C1=NC(=NC(=C1)NCCC1=CC=C(C=C1)OC)Cl (2-chloro-6-[2-(4-methoxy-phenyl)-ethylamino]-pyrimidine-4-carboxylic acid methyl ester), C[O-].[Na+] (sodium methoxide). The solvent is CO (MeOH), CO (MeOH). Reaction conditions: time 5 hour. Yields the product COC1=NC(=CC(=N1)C(=O)O)NCCC1=CC=C(C=C1)OC (2-methoxy-6-[2-(4-methoxy-phenyl)-ethylamino]-pyrimidine-4-carboxylic acid). Isolated yield 64.0%. As a reaction SMILES: C[O:2][C:3]([C:5]1[CH:10]=[C:9]([NH:11][CH2:12][CH2:13][C:14]2[CH:19]=[CH:18][C:17]([O:20][CH3:21])=[CH:16][CH:15]=2)[N:8]=[C:7](Cl)[N:6]=1)=[O:4].[CH3:23][O-:24].[Na+]>CO>[CH3:23][O:24][C:7]1[N:6]=[C:5]([C:3]([OH:2])=[O:4])[CH:10]=[C:9]([NH:11][CH2:12][CH2:13][C:14]2[CH:19]=[CH:18][C:17]([O:20][CH3:21])=[CH:16][CH:15]=2)[N:8]=1 |f:1.2|. Reported procedure: A mixture of 2-chloro-6-[2-(4-methoxy-phenyl)-ethylamino]-pyrimidine-4-carboxylic acid methyl ester [650 mg, 2.02 mmol, Intermediate (55)] 5M sodium methoxide in MeOH (20 mL, 10.1 mmol), in MeOH (10 mL) is heated to reflux and stirred for 5 hours. The heating is turned off and the mixture is stirred for 15 hours at room temperature and concentrated by rotary evaporator to remove the solvent. The solid is dissolved in water and the solution is acidified to pH 2 with the addition of 1N hydrochlori... Reactants: CON=C(C(=O)NC1[C@@H]2N(C(=C(CS2)C=CC2=C(N=CS2)C)C(=O)O)C1=O)C=1N=C(SC1)NC(C1=CC=CC=C1)(C1=CC=CC=C1)C1=CC=CC=C1 (7-[2-Methoxyimino-2-(2-tritylaminothiazol-4-yl)acetamido]-3-[2-(4-methylthiazol-5-yl)vinyl]-3-cephem-4-carboxylic acid), pivaloyloxymethyl ester, resultant solution, FC(C(=O)O)(F)F (trifluoroacetic acid), C(C)(C)OC(C)C (isopropyl ether). The solvent is C1(=CC=CC=C1)OC (anisole), C(C)(=O)OCC (ethyl acetate). Conditions: time 30 minute. Yields the product CON=C(C(=O)NC1[C@@H]2N(C(=C(CS2)C=CC2=C(N=CS2)C)C(=O)O)C1=O)C=1N=C(SC1)N (7-[2-Methoxyimino-2-(2-aminothiazol-4-yl)acetamido]-3-[2-(4-methylthiazol-5-yl)vinyl]-3-cephem-4-carboxylic acid), pivaloyloxymethyl ester. As a reaction SMILES: [CH3:1][O:2][N:3]=[C:4]([C:28]1[N:29]=[C:30]([NH:33]C(C2C=CC=CC=2)(C2C=CC=CC=2)C2C=CC=CC=2)[S:31][CH:32]=1)[C:5]([NH:7][CH:8]1[C:26](=[O:27])[N:10]2[C:11]([C:23]([OH:25])=[O:24])=[C:12]([CH:15]=[CH:16][C:17]3[S:21][CH:20]=[N:19][C:18]=3[CH3:22])[CH2:13][S:14][C@H:9]12)=[O:6].FC(F)(F)C(O)=O.C(OC(C)C)(C)C>C1(OC)C=CC=CC=1.C(OCC)(=O)C>[CH3:1][O:2][N:3]=[C:4]([C:28]1[N:29]=[C:30]([NH2:33])[S:31][CH:32]=1)[C:5]([NH:7][CH:8]1[C:26](=[O:27])[N:10]2[C:11]([C:23]([OH:25])=[O:24])=[C:12]([CH:15]=[CH:16][C:17]3[S:21][CH:20]=[N:19][C:18]=3[CH3:22])[CH2:13][S:14][C@H:9]12)=[O:6]. Procedure details: 7-[2-Methoxyimino-2-(2-tritylaminothiazol-4-yl)acetamido]-3-[2-(4-methylthiazol-5-yl)vinyl]-3-cephem-4-carboxylic acid (syn-isomer) pivaloyloxymethyl ester (0.160 g) was dissolved in anisole (0.5 ml). The resultant solution was admixed with trifluoroacetic acid (1.15 ml) under ice-cooling, followed by stirring for 30 minutes again under ice-cooling. The reaction solution was mixed with isopropyl ether (30 ml), and the powder substance deposited was recovered by filtration and washed with isoprop... Starting materials: ClC1=CC=C(OC2CN(C2)CC[C@@H](CO)NC(=O)NC=2SC(=NN2)CC)C=C1 (1-{(S)-3-[3-(4-chloro-phenoxy)-azetidin-1-yl]-1-hydroxymethyl-propyl}-3-(5-ethyl-[1,3,4]-thiadiazol-2-yl)-urea), Cl.N[C@H](CO)CCN1CC(C1)C(C1=CC(=C(C=C1)Cl)F)=O ((S)-2-amino-4-[3-(4-chloro-3-fluoro-benzoyl)-azetidin-1-yl]-butan-1-ol hydrochloride). The product is ClC1=C(C=C(C(=O)C2CN(C2)CC[C@@H](CO)NC(=O)NC=2SC(=NN2)CC)C=C1)F (1-{(S)-3-[3-(4-chloro-3-fluoro-benzoyl)-azetidin-1-yl]-1-hydroxymethyl-propyl}-3-(5-ethyl-[1,3,4]thiadiazol-2-yl)-urea). As a reaction SMILES: ClC1C=CC(O[CH:7]2[CH2:10][N:9]([CH2:11][CH2:12][C@H:13]([NH:16][C:17]([NH:19][C:20]3[S:21][C:22]([CH2:25][CH3:26])=[N:23][N:24]=3)=[O:18])[CH2:14][OH:15])[CH2:8]2)=CC=1.Cl.N[C@@H](CCN1CC([C:40](=[O:49])[C:41]2[CH:46]=[CH:45][C:44]([Cl:47])=[C:43]([F:48])[CH:42]=2)C1)CO>>[Cl:47][C:44]1[CH:45]=[CH:46][C:41]([C:40]([CH:7]2[CH2:8][N:9]([CH2:11][CH2:12][C@H:13]([NH:16][C:17]([NH:19][C:20]3[S:21][C:22]([CH2:25][CH3:26])=[N:23][N:24]=3)=[O:18])[CH2:14][OH:15])[CH2:10]2)=[O:49])=[CH:42][C:43]=1[F:48] |f:1.2|. Reported procedure: This compound is prepared analogously to 1-{(S)-3-[3-(4-chloro-phenoxy)-azetidin-1-yl]-1-hydroxymethyl-propyl}-3-(5-ethyl-[1,3,4]-thiadiazol-2-yl)-urea in Example 99 except using (S)-2-amino-4-[3-(4-chloro-3-fluoro-benzoyl)-azetidin-1-yl]-butan-1-ol hydrochloride in place of (S)-2-amino-4-[3-(4-chloro-phenoxy)-azetidin-1-yl]-butan-1-ol hydrochloride.